Dataset: the Open Reaction Database (ORD), a public repository of structured organic reaction records. Task: describe an organic reaction: reactants, conditions, products, and yield Starting materials: C(C1=CC=CC=C1)OC1=C(C(=O)OCC2=CC=CC=C2)C=CC(=C1)N(C(CN(S(=O)(=O)C1=CC=C(C=C1)C)C)=O)CC1=CC=C(C=C1)C1CCNCC1 (benzyl 2-(benzyloxy)-4-(2-(N,4-dimethylphenylsulfonamido)-N-(4-(piperidin-4-yl)benzyl)acetamido)benzoate), C(#N)C1=CC=C(C(=O)O)C=C1 (4-cyanobenzoic acid). The product is C(C1=CC=CC=C1)OC1=C(C(=O)OCC2=CC=CC=C2)C=CC(=C1)N(C(CN(S(=O)(=O)C1=CC=C(C=C1)C)C)=O)CC1=CC=C(C=C1)C1CCN(CC1)C(C1=CC=C(C=C1)C#N)=O (benzyl 2-(benzyloxy)-4-(N-(4-(1-(4-cyanobenzoyl)piperidin-4-yl)benzyl)-2-(N,4-dimethylphenylsulfonamido)acetamido)benzoate). Isolated yield 89.0%. As a reaction SMILES: [CH2:1]([O:8][C:9]1[CH:24]=[C:23]([N:25]([CH2:41][C:42]2[CH:47]=[CH:46][C:45]([CH:48]3[CH2:53][CH2:52][NH:51][CH2:50][CH2:49]3)=[CH:44][CH:43]=2)[C:26](=[O:40])[CH2:27][N:28]([CH3:39])[S:29]([C:32]2[CH:37]=[CH:36][C:35]([CH3:38])=[CH:34][CH:33]=2)(=[O:31])=[O:30])[CH:22]=[CH:21][C:10]=1[C:11]([O:13][CH2:14][C:15]1[CH:20]=[CH:19][CH:18]=[CH:17][CH:16]=1)=[O:12])[C:2]1[CH:7]=[CH:6][CH:5]=[CH:4][CH:3]=1.[C:54]([C:56]1[CH:64]=[CH:63][C:59]([C:60](O)=[O:61])=[CH:58][CH:57]=1)#[N:55]>>[CH2:1]([O:8][C:9]1[CH:24]=[C:23]([N:25]([CH2:41][C:42]2[CH:43]=[CH:44][C:45]([CH:48]3[CH2:49][CH2:50][N:51]([C:60](=[O:61])[C:59]4[CH:63]=[CH:64][C:56]([C:54]#[N:55])=[CH:57][CH:58]=4)[CH2:52][CH2:53]3)=[CH:46][CH:47]=2)[C:26](=[O:40])[CH2:27][N:28]([CH3:39])[S:29]([C:32]2[CH:37]=[CH:36][C:35]([CH3:38])=[CH:34][CH:33]=2)(=[O:31])=[O:30])[CH:22]=[CH:21][C:10]=1[C:11]([O:13][CH2:14][C:15]1[CH:16]=[CH:17][CH:18]=[CH:19][CH:20]=1)=[O:12])[C:2]1[CH:7]=[CH:6][CH:5]=[CH:4][CH:3]=1. Procedure: Condensation of 21 with 4-cyanobenzoic acid on a 0.10 mmol scale via General Procedure F furnished 24 (63 mg, 89%): δH (400 MHz, CDCl3) 1.59-1.72 (m, 4H, CH2), 1.83-1.94 (m, 2H, CH2), 2.39 (s, 3H, CH3), 2.79-3.21 (m, 8H, CH3, CH and CH2), 3.65 (s, 2H, CH2), 4.77 (s, 2H, CH2), 4.95 (s, 2H, CH2), 4.97 (s, 2H, CH2), 5.34 (s, 2H, CH2), 6.60 (t, J=8.4 Hz, 1H, CH), 6.69 (dd, J=8.0 and 1.6 Hz, 1H, CH), 7.03-7.12 (m, 4H, 4 CH (Ar)), 7.21-7.82 (m, 12H, 12 CH (Ar)); δC (100 MHz, CDCl3) 21.4, 29.5, 35.9, 4... Procedure details: To a solution of 2,6-dichloro-4-(3-pyridyl)pyridine (48 mg, 0.21327 mmol) and 3,3-difluoropyrrolidine hydrochloride (153 mg, 5.0 equiv., 1.0663 mmol) in NMP (1.0 mL, 10 mmol) in a microwave vial was added DIPEA (0.26 mL, 7.0 equiv., 1.4929 mmol), and the reaction was maintained at 140° C. for 60 min then at 150° C. for 20 min in the microwave machine, while LCMS indicated the conversion was more than 95%. The crude was used without further treatment. LCMS: m/z 296 (M+H). The reactants are ClC1=NC(=CC(=C1)C=1C=NC=CC1)Cl (2,6-dichloro-4-(3-pyridyl)pyridine), Cl.FC1(CNCC1)F (3,3-difluoropyrrolidine hydrochloride), CN1CCCC1=O (NMP), CCN(C(C)C)C(C)C (DIPEA). Run at temperature 140 celsius, time 20 minute. As a reaction SMILES: Cl[C:2]1[CH:7]=[C:6]([C:8]2[CH:9]=[N:10][CH:11]=[CH:12][CH:13]=2)[CH:5]=[C:4]([Cl:14])[N:3]=1.Cl.[F:16][C:17]1([F:22])[CH2:21][CH2:20][NH:19][CH2:18]1.CN1C(=O)CCC1.CCN(C(C)C)C(C)C>>[Cl:14][C:4]1[CH:5]=[C:6]([C:8]2[CH:9]=[N:10][CH:11]=[CH:12][CH:13]=2)[CH:7]=[C:2]([N:19]2[CH2:20][CH2:21][C:17]([F:22])([F:16])[CH2:18]2)[N:3]=1 |f:1.2|. The product is ClC1=NC(=CC(=C1)C=1C=NC=CC1)N1CC(CC1)(F)F (2′-chloro-6′-(3,3-difluoropyrrolidin-1-yl)-3,4′-bipyridine). The reactants are C1(=CC=CC=C1)OC(NC=1C(=NC(=C(C1)CC)C)OC)=O (Phenyl-N-(5-ethyl-2-methoxy-6-methylpyridin-3-yl)carbamate), ClC1=C(C=CC(=C1)Cl)N1CCNCC1 (1-(2,4-dichlorophenyl)piperazine). The product is C(C)C=1C=C(C(=NC1C)OC)NC(=O)N1CCN(CC1)C1=C(C=C(C=C1)Cl)Cl (1-[(5-ethyl-2-methoxy-6-methylpyridin-3-yl)aminocarbonyl]-4-(2,4-dichlorophenyl)piperazine). Yield: 72.0%. As a reaction SMILES: C1(O[C:8](=[O:21])[NH:9][C:10]2[C:11]([O:19][CH3:20])=[N:12][C:13]([CH3:18])=[C:14]([CH2:16][CH3:17])[CH:15]=2)C=CC=CC=1.[Cl:22][C:23]1[CH:28]=[C:27]([Cl:29])[CH:26]=[CH:25][C:24]=1[N:30]1[CH2:35][CH2:34][NH:33][CH2:32][CH2:31]1>>[CH2:16]([C:14]1[CH:15]=[C:10]([NH:9][C:8]([N:33]2[CH2:32][CH2:31][N:30]([C:24]3[CH:25]=[CH:26][C:27]([Cl:29])=[CH:28][C:23]=3[Cl:22])[CH2:35][CH2:34]2)=[O:21])[C:11]([O:19][CH3:20])=[N:12][C:13]=1[CH3:18])[CH3:17]. Procedure: Phenyl-N-(5-ethyl-2-methoxy-6-methylpyridin-3-yl)carbamate and 1-(2,4-dichlorophenyl)piperazine were reacted by the same way with the example 1 to obtain the titled compound. Product: C(CCCCCCCCCCC)OC1=CC=C(C2=CC=CC=C12)CNCC1=C(C=CC=C1)C(F)(F)F (N-{[4-(dodecyloxy)-1-naphthyl]methyl}-N-[2-(trifluoromethyl)-benzyl]amine). Reactants: C(CCCCCCCCCCC)OC1=CC=C(C2=CC=CC=C12)C=O (4-(dodecyloxy)-1-naphthaldehyde), FC(C1=C(CN)C=CC=C1)(F)F (2-(trifluoromethyl)benzylamine). Reported procedure: The same procedure as employed in the preparation of Example 394 (step b) but using 4-(dodecyloxy)-1-naphthaldehyde and 2-(trifluoromethyl)benzylamine gave the title compound as an oil. HPLC (Condition A), Rt: 5.54 min (HPLC purity: 98.0%). RXN SMILES: [CH2:1]([O:13][C:14]1[C:23]2[C:18](=[CH:19][CH:20]=[CH:21][CH:22]=2)[C:17]([CH:24]=O)=[CH:16][CH:15]=1)[CH2:2][CH2:3][CH2:4][CH2:5][CH2:6][CH2:7][CH2:8][CH2:9][CH2:10][CH2:11][CH3:12].[F:26][C:27]([F:37])([F:36])[C:28]1[CH:35]=[CH:34][CH:33]=[CH:32][C:29]=1[CH2:30][NH2:31]>>[CH2:1]([O:13][C:14]1[C:23]2[C:18](=[CH:19][CH:20]=[CH:21][CH:22]=2)[C:17]([CH2:24][NH:31][CH2:30][C:29]2[CH:32]=[CH:33][CH:34]=[CH:35][C:28]=2[C:27]([F:26])([F:36])[F:37])=[CH:16][CH:15]=1)[CH2:2][CH2:3][CH2:4][CH2:5][CH2:6][CH2:7][CH2:8][CH2:9][CH2:10][CH2:11][CH3:12].